This data is from the Open Reaction Database (ORD), a public repository of structured organic reaction records. The task is: describe an organic reaction: reactants, conditions, products, and yield The reactants are OC1=C(C=CC2=CC=CC=C12)CC(=O)NCCO[N+](=O)[O-] (1-hydroxy-N(2-nitroxyethyl)-2-naphthalene acetamide), [OH-].[K+] (potassium hydroxide), C(Cl)C1CO1 (epichlorohydrin). The solvent is O (water), C(C)O (ethanol), C(C)O (ethanol), O (water). Reaction conditions: time 22 hour. Product: O1C(COC2=C(C=CC3=CC=CC=C23)CC(=O)NCCO[N+](=O)[O-])C1 (1-(2,3-epoxy)propoxy-N-(2- nitroxyethyl)-2-naphthalene acetamide). The yield is 40.0%. As a reaction SMILES: [OH:1][C:2]1[C:11]2[C:6](=[CH:7][CH:8]=[CH:9][CH:10]=2)[CH:5]=[CH:4][C:3]=1[CH2:12][C:13]([NH:15][CH2:16][CH2:17][O:18][N+:19]([O-:21])=[O:20])=[O:14].[OH-].[K+].[CH2:24]([CH:26]1[O:28][CH2:27]1)Cl>O.C(O)C>[O:28]1[CH2:27][CH:26]1[CH2:24][O:1][C:2]1[C:11]2[C:6](=[CH:7][CH:8]=[CH:9][CH:10]=2)[CH:5]=[CH:4][C:3]=1[CH2:12][C:13]([NH:15][CH2:16][CH2:17][O:18][N+:19]([O-:21])=[O:20])=[O:14] |f:1.2|. Reported procedure: 4.600 g (0.015 mole) of 1-hydroxy-N(2-nitroxyethyl)-2-naphthalene acetamide dissolved in a mixture of 4 ml of water, 1.436 g (0.021 mole) of 85% potassium hydroxide and 38 ml of ethanol were added slowly over a solution of 35.490 g (30 ml, 0.383 mole) of epichlorohydrin in 17 ml of ethanol, with temperature control. The mixture was stirred at room temperature for 22 hours. 150 ml of water were added and the mixture was concentrated at reduced pressure at 40° C. The mixture was extracted three ti... Starting materials: C(CCCCCCCCCCC)(=O)C1=C(N(C(=C1C)CC(=O)OCC)CC1=CC=C(/C=C/C(=O)OCC)C=C1)C (ethyl (E)-4-({3-dodecanoyl-5-[(ethoxycarbonyl)methyl]-2,4-dimethyl-pyrrol-1-yl}methyl)cinnamate). Solvent: CO (methanol). Yields the product C(=O)(O)CC=1N(C(=C(C1C)C(CCCCCCCCCCC)=O)C)CC1=CC=C(/C=C/C(=O)O)C=C1 ((E)-4-{[2-(Carboxymethyl)-4-dodecanoyl-3,5-dimethyl-pyrrol-1-yl]methyl}cinnamic acid). Reaction SMILES: [C:1]([C:14]1[C:18]([CH3:19])=[C:17]([CH2:20][C:21]([O:23]CC)=[O:22])[N:16]([CH2:26][C:27]2[CH:39]=[CH:38][C:30](/[CH:31]=[CH:32]/[C:33]([O:35]CC)=[O:34])=[CH:29][CH:28]=2)[C:15]=1[CH3:40])(=[O:13])[CH2:2][CH2:3][CH2:4][CH2:5][CH2:6][CH2:7][CH2:8][CH2:9][CH2:10][CH2:11][CH3:12]>CO>[C:21]([CH2:20][C:17]1[N:16]([CH2:26][C:27]2[CH:28]=[CH:29][C:30](/[CH:31]=[CH:32]/[C:33]([OH:35])=[O:34])=[CH:38][CH:39]=2)[C:15]([CH3:40])=[C:14]([C:1](=[O:13])[CH2:2][CH2:3][CH2:4][CH2:5][CH2:6][CH2:7][CH2:8][CH2:9][CH2:10][CH2:11][CH3:12])[C:18]=1[CH3:19])([OH:23])=[O:22]. Procedure: Preparation as in Example 2E with ethyl (E)-4-({3-dodecanoyl-5-[(ethoxycarbonyl)methyl]-2,4-dimethyl-pyrrol-1-yl}methyl)cinnamate in place of ethyl (E)-3-({3-dodecanoyl-5-[(ethoxycarbonyl)methyl]-2,4-dimethyl-pyrrol-1-yl}methyl)cinnamate. The product is recrystal-lized from methanol.